From a dataset of the Open Reaction Database (ORD), a public repository of structured organic reaction records. describe an organic reaction: reactants, conditions, products, and yield Reactants: O=C([O-])O, ClC(Cl)Cl, ClP(Cl)Cl, O=[N+]([O-])c1cc[n+]([O-])c(Cl)c1, [Na+]. Product: O=[N+]([O-])c1ccnc(Cl)c1. Reaction SMILES: [C:16](=[O:17])([OH:18])[O-:19].[CH:21]([Cl:22])([Cl:23])[Cl:24].[Cl:1][P:2]([Cl:3])[Cl:4].[Cl:5][c:6]1[n+:7]([O-:15])[cH:8][cH:9][c:10]([N+:12](=[O:13])[O-:14])[cH:11]1.[Na+:20]>>[Cl:5][c:6]1[n:7][cH:8][cH:9][c:10]([N+:12](=[O:13])[O-:14])[cH:11]1. Reactants: BrC1=CC=C(C=C1)OC (4-bromoanisole), B(OC(C)C)(OC(C)C)OC(C)C (triisopropyl borate). Product: COC1=CC=C(C=C1)OB(O)O (4-Methoxyphenylboric acid). The yield is 69.0%. As a reaction SMILES: Br[C:2]1[CH:7]=[CH:6][C:5]([O:8][CH3:9])=[CH:4][CH:3]=1.[B:10]([O:19]C(C)C)([O:15]C(C)C)[O:11]C(C)C>>[CH3:9][O:8][C:5]1[CH:6]=[CH:7][C:2]([O:11][B:10]([OH:19])[OH:15])=[CH:3][CH:4]=1. Procedure details: 4-Methoxyphenylboric acid was prepared in the same manner as described in Example 33B from 4-bromoanisole and triisopropyl borate in 69% yield. This was used in the next step without any further purification. The reactants are CCOC(C)=O, O=C1CCC(=O)N1Cl, CN(C)C=O, O, Cn1cnc2c(C#N)nc(-c3ccc(O)c(C(F)(F)F)c3)cc21. Product: Cn1cnc2c(C#N)nc(-c3cc(Cl)c(O)c(C(F)(F)F)c3)cc21. As a reaction SMILES: [CH3:32][CH2:33][O:34][C:35](=[O:36])[CH3:37].[Cl:1][N:2]1[C:3](=[O:4])[CH2:5][CH2:6][C:7]1=[O:8].[O:39]=[CH:40][N:41]([CH3:42])[CH3:43].[OH2:38].[OH:9][c:10]1[c:11]([C:28]([F:29])([F:30])[F:31])[cH:12][c:13](-[c:16]2[cH:17][c:18]3[c:19]([c:20]([C:22]#[N:23])[n:21]2)[n:24][cH:25][n:26]3[CH3:27])[cH:14][cH:15]1>>[Cl:1][c:15]1[c:10]([OH:9])[c:11]([C:28]([F:29])([F:30])[F:31])[cH:12][c:13](-[c:16]2[cH:17][c:18]3[c:19]([c:20]([C:22]#[N:23])[n:21]2)[n:24][cH:25][n:26]3[CH3:27])[cH:14]1. Starting materials: BrC1=NC=CC=C1O (2-Bromopyridin-3-ol), S1C=C(C=C1)B(O)O (3-thiophenyl boronic acid), C([O-])([O-])=O.[Na+].[Na+] (sodium carbonate), Pd2(dppf)2Cl2. The solvent is C(OC)COC.O (dimethoxyethane water). Reaction conditions: temperature 120 celsius, time 20 minute. Yields the product S1C=C(C=C1)C1=NC=CC=C1O (2-(thiophene-3-yl)pyridin-3-ol). The yield is 48.6%. RXN SMILES: Br[C:2]1[C:7]([OH:8])=[CH:6][CH:5]=[CH:4][N:3]=1.[S:9]1[CH:13]=[CH:12][C:11](B(O)O)=[CH:10]1.C(=O)([O-])[O-].[Na+].[Na+]>C(COC)OC.O>[S:9]1[CH:13]=[CH:12][C:11]([C:2]2[C:7]([OH:8])=[CH:6][CH:5]=[CH:4][N:3]=2)=[CH:10]1 |f:2.3.4,5.6|. Reported procedure: 2-Bromopyridin-3-ol (100 mg, 0.58 mmol), 3-thiophenyl boronic acid (88 mg, 0.69 mmol), sodium carbonate (184 mg, 2.07 mmol) and Pd2(dppf)2Cl2 (94 mg, 0.12 mmol) were dissolved in dimethoxyethane/water of 1 mL/1 mL, followed by stirring in microwave at 120° C. for 20 minutes. After the completion of the reaction, the reaction mixture was filtered using Celite. The filtrate was added with water, and extracted with ethyl acetate. The obtained organic layer was dried over magnesium sulfate, and puri...